Dataset: the Open Reaction Database (ORD), a public repository of structured organic reaction records. Task: describe an organic reaction: reactants, conditions, products, and yield Yield: 74.0%. RXN SMILES: [CH3:1][C:2]1([CH3:11])[CH2:7][CH:6]([OH:8])[CH2:5][C:4]([CH3:10])([CH3:9])[NH:3]1.[OH:12]O.[Cl-].[Na+].CS(O)(=O)=O.[CH2:21]1[CH2:26][CH2:25][CH2:24][CH2:23][CH2:22]1>O.C(#N)C.C(=O)(O)[O-].[Na+].CS(O)(=O)=O>[CH:21]1([O:12][N:3]2[C:4]([CH3:10])([CH3:9])[CH2:5][CH:6]([OH:8])[CH2:7][C:2]2([CH3:11])[CH3:1])[CH2:26][CH2:25][CH2:24][CH2:23][CH2:22]1 |f:2.3,8.9|. Reaction conditions: temperature 60 celsius. The product is C1(CCCCC1)ON1C(CC(CC1(C)C)O)(C)C (1-Cyclohexyloxy-2,2,6,6-tetramethylpiperidin-4-ol). Reactants: ferric chloride hexahydrate, CC1(NC(CC(C1)O)(C)C)C (2,2,6,6-tetramethylpiperidin-4-ol), peroxide, ferric chloride hexahydrate, CS(=O)(=O)O (methanesulfonic acid), ferric chloride hexahydrate, peroxide, peroxide, OO (hydrogen peroxide), OO (hydrogen peroxide), [Cl-].[Na+] (sodium chloride), [Cl-].[Na+] (sodium chloride), C1CCCCC1 (cyclohexane). The reagents and catalysts are CS(=O)(=O)O (methanesulfonic acid), C([O-])(O)=O.[Na+] (sodium bicarbonate), CS(=O)(=O)O (methanesulfonic acid). Procedure: A mixture of 0.107 g (1.27 mmol) of sodium bicarbonate in 3 ml of water is added to a mixture of 10.00 g (63.6 mmol) of 2,2,6,6-tetramethylpiperidin-4-ol and 8 ml of acetonitrile that has been heated to 60° C. A solution of 9.80 g (144 mmol) of 50% aqueous hydrogen peroxide is added to the reaction mixture dropwise over 2.5 hours as the reaction temperature is maintained at 70-72° C. Upon cooling the reaction mixture is diluted with acetonitrile and cyclohexane, and then saturated sodium chlorid... Run in O (water), C(C)#N (acetonitrile), O (water), O (water), O (water), C(C)#N (acetonitrile). The reactants are N1C=NC=C1 (imidazole), ClC1=C(OC[C@H]2CCC[C@@H](O2)OC(CBr)C2=C(C=C(C=C2)Cl)Cl)C=CC(=C1)Cl (trans-6-(2,4-dichlorophenoxymethyl)-2-[2-bromo-1-(2,4-dichlorophenyl)ethoxy]tetrahydropyran), [I-].[Na+] (sodium iodide). Run in CN(C=O)C (dimethylformamide). Conditions: temperature 130 celsius. Product: ClC1=C(OC[C@H]2CCC[C@@H](O2)OC(CN2C=NC=C2)C2=C(C=C(C=C2)Cl)Cl)C=CC(=C1)Cl (1-{Trans-β-[6-(2,4-dichlorophenoxymethyl)tetrahydropyran-2-yloxyl]-2,4-dichlorophenethyl}imidazole). RXN SMILES: [NH:1]1[CH:5]=[CH:4][N:3]=[CH:2]1.[Cl:6][C:7]1[CH:32]=[C:31]([Cl:33])[CH:30]=[CH:29][C:8]=1[O:9][CH2:10][C@@H:11]1[O:16][C@@H:15]([O:17][CH:18]([C:21]2[CH:26]=[CH:25][C:24]([Cl:27])=[CH:23][C:22]=2[Cl:28])[CH2:19]Br)[CH2:14][CH2:13][CH2:12]1.[I-].[Na+]>CN(C)C=O>[Cl:6][C:7]1[CH:32]=[C:31]([Cl:33])[CH:30]=[CH:29][C:8]=1[O:9][CH2:10][C@@H:11]1[O:16][C@@H:15]([O:17][CH:18]([C:21]2[CH:26]=[CH:25][C:24]([Cl:27])=[CH:23][C:22]=2[Cl:28])[CH2:19][N:1]2[CH:5]=[CH:4][N:3]=[CH:2]2)[CH2:14][CH2:13][CH2:12]1 |f:2.3|. Reported procedure: A mixture of 163 mg of imidazole, 317 mg of the isomer of lesser polarity of trans-6-(2,4-dichlorophenoxymethyl)-2-[2-bromo-1-(2,4-dichlorophenyl)ethoxy]tetrahydropyran and 180 mg of sodium iodide in 5 ml of dimethylformamide was stirred whilst heating at 130° C. for 10 hours, and then treated and purified as in Example 34(b)(i), to give 136 mg of the isomer of lesser polarity of the title compound, as a colourless oil. The reactants are C(=O)(O)C=1OC2=C(C(C1)=O)C=C(C=C2)O (2-carboxy-6-hydroxy-4-oxo-4H-1-benzopyran), C(CC)O (n-propanol). Reagents/catalysts: S(O)(O)(=O)=O (sulfuric acid). Yields the product C(=O)(OCCC)C=1OC2=C(C(C1)=O)C=C(C=C2)O (2-carbopropoxy-6-hydroxy-4-oxo-4H-1-benzopyran). As a reaction SMILES: [C:1]([C:4]1[O:5][C:6]2[CH:14]=[CH:13][C:12]([OH:15])=[CH:11][C:7]=2[C:8](=[O:10])[CH:9]=1)([OH:3])=[O:2].[CH2:16](O)[CH2:17][CH3:18]>S(=O)(=O)(O)O>[C:1]([C:4]1[O:5][C:6]2[CH:14]=[CH:13][C:12]([OH:15])=[CH:11][C:7]=2[C:8](=[O:10])[CH:9]=1)([O:3][CH2:16][CH2:17][CH3:18])=[O:2]. Reported procedure: 14.14 g (49.2 mmoles) of 2-carboxy-6-hydroxy-4-oxo-4H-1-benzopyran is dissolved in 200 ml of n-propanol and 1 drop of concentrated sulfuric acid is added. The mixture is refluxed for 30 hours, concentrated. The resulting solid is suspended in water, neutralized with sodium bicarbonate and filtered, washing the solid with water, then drying. This gives 10.6g of 2-carbo-propoxy-6-hydroxy-4-oxo-4H-1-benzopyran as a solid which is purified by recrystallization from n-propanol/acetone or by HPLC. The reactants are N([C@H](CC1=CNC2=CC=CC=C12)C(=O)N[C@@H](CC1=CC=CC=C1)C(=O)OC)C(=O)OC(C)(C)C (BocDTrp-PheOMe), FC(C(=O)O)(F)F (trifluoroacetic acid). The product is N[C@H](CC1=CNC2=CC=CC=C12)C(=O)N[C@@H](CC1=CC=CC=C1)C(=O)OC.FC(F)(F)C(=O)O (HDTrp-PheOMe trifluoroacetate). The yield is 61.0%. RXN SMILES: [NH:1](C(OC(C)(C)C)=O)[C@@H:2]([C:13]([NH:15][C@H:16]([C:24]([O:26][CH3:27])=[O:25])[CH2:17][C:18]1[CH:23]=[CH:22][CH:21]=[CH:20][CH:19]=1)=[O:14])[CH2:3][C:4]1[C:12]2[C:7](=[CH:8][CH:9]=[CH:10][CH:11]=2)[NH:6][CH:5]=1.[F:35][C:36]([F:41])([F:40])[C:37]([OH:39])=[O:38]>>[NH2:1][C@@H:2]([C:13]([NH:15][C@H:16]([C:24]([O:26][CH3:27])=[O:25])[CH2:17][C:18]1[CH:23]=[CH:22][CH:21]=[CH:20][CH:19]=1)=[O:14])[CH2:3][C:4]1[C:12]2[C:7](=[CH:8][CH:9]=[CH:10][CH:11]=2)[NH:6][CH:5]=1.[F:35][C:36]([C:37]([OH:39])=[O:38])([F:41])[F:40] |f:2.3|. Procedure: Condensation of BocDTrpOPFP (7.06 g.) and HPheOMe hydrochloride salt (3.24 g.) by the activated ester method gave BocDTrp-PheOMe in 81% yield. De-t-butoxycarbonylation of BocDTrp-PheOMe (5.0 g.) using trifluoroacetic acid gave HDTrp-PheOMe trifluoroacetate salt in 61% yield. Condensation of BocProOPFP (2.23 g.) and HDTrp-PheOMe trifluoroacetate salt (2.75 g.) by the activated ester method gave BocPro-DTrp-PheOMe in 74% yield. Hydrazinolysis of BocPro-DTrp-PheOMe (2.00 g.) gave BocPro-DTrp-PheNHN... Reactants: C1CCOC1, COC(=O)c1ccccc1COc1ccc(CCC(=O)N(C)CCc2ccc(OC)c(OC)c2)cc1, [Li+], [OH-], O. The product is COc1ccc(CCN(C)C(=O)CCc2ccc(OCc3ccccc3C(=O)O)cc2)cc1OC. As a reaction SMILES: [CH2:40]1[O:41][CH2:42][CH2:43][CH2:44]1.[CH3:3][O:4][c:5]1[cH:6][c:7]([CH2:13][CH2:14][N:15]([C:16]([CH2:17][CH2:18][c:19]2[cH:20][cH:21][c:22]([O:23][CH2:24][c:25]3[c:26]([C:27](=[O:28])[O:29][CH3:30])[cH:31][cH:32][cH:33][cH:34]3)[cH:35][cH:36]2)=[O:37])[CH3:38])[cH:8][cH:9][c:10]1[O:11][CH3:12].[Li+:1].[OH-:2].[OH2:39]>>[CH3:3][O:4][c:5]1[cH:6][c:7]([CH2:13][CH2:14][N:15]([C:16]([CH2:17][CH2:18][c:19]2[cH:20][cH:21][c:22]([O:23][CH2:24][c:25]3[c:26]([C:27](=[O:28])[OH:29])[cH:31][cH:32][cH:33][cH:34]3)[cH:35][cH:36]2)=[O:37])[CH3:38])[cH:8][cH:9][c:10]1[O:11][CH3:12].